From a dataset of the Open Reaction Database (ORD), a public repository of structured organic reaction records. describe an organic reaction: reactants, conditions, products, and yield The reactants are C(C)(=O)NC1=C2CCC(N(C2=CC=C1)CCCN1CCN(CC1)C1=CC(=CC=C1)Cl)=O (5-Acetylamino-1-{3-[4-(3-chlorophenyl)-1-piperazinyl]propyl}-3,4-dihydrocarbostyril). Solvent: Cl (hydrochloric acid). The product is Cl.Cl.NC1=C2CCC(N(C2=CC=C1)CCCN1CCN(CC1)C1=CC(=CC=C1)Cl)=O (5-amino-1-{3-[4-(3-chlorophenyl)-1-piperazinyl]propyl}-3,4-dihydrocarbostyril dihydrochloride). The yield is 168.2%. Reaction SMILES: C([NH:4][C:5]1[CH:14]=[CH:13][CH:12]=[C:11]2[C:6]=1[CH2:7][CH2:8][C:9](=[O:31])[N:10]2[CH2:15][CH2:16][CH2:17][N:18]1[CH2:23][CH2:22][N:21]([C:24]2[CH:29]=[CH:28][CH:27]=[C:26]([Cl:30])[CH:25]=2)[CH2:20][CH2:19]1)(=O)C>Cl>[ClH:30].[ClH:30].[NH2:4][C:5]1[CH:14]=[CH:13][CH:12]=[C:11]2[C:6]=1[CH2:7][CH2:8][C:9](=[O:31])[N:10]2[CH2:15][CH2:16][CH2:17][N:18]1[CH2:19][CH2:20][N:21]([C:24]2[CH:29]=[CH:28][CH:27]=[C:26]([Cl:30])[CH:25]=2)[CH2:22][CH2:23]1 |f:2.3.4|. Procedure: 5-Acetylamino-1-{3-[4-(3-chlorophenyl)-1-piperazinyl]propyl}-3,4-dihydrocarbostyril (800 mg) was dissolved in 20 ml of 6 N hydrochloric acid, and the mixture was heated under reflux for 1 hour. The reaction mixture was concentrated under reduced pressure and the residue was recrystallized from ethanol to give 480 mg of 5-amino-1-{3-[4-(3-chlorophenyl)-1-piperazinyl]propyl}-3,4-dihydrocarbostyril dihydrochloride as a white powder.